Dataset: the Open Reaction Database (ORD), a public repository of structured organic reaction records. Task: describe an organic reaction: reactants, conditions, products, and yield Reactants: ON1N=NC2=C1C=CC=C2 (1-hydroxybenzotriazole), [F-].C(CCC)[N+](CCCC)(CCCC)CCCC (tetrabutylammoniumfluoride), Example 15 ( 15a ), Example 10 ( 10d ), O1CCCC1 (tetrahydrofuran), solution, [Si](C)(C)(C(C)(C)C)OCC1=CC(=C(S1)C(N)=NO)CC (5-({[t-butyl(dimethyl)silyl]oxy}methyl)-3-ethyl-N′-hydroxythiophene-2-carboximidamide), Example 12 ( 12a ), ClC=1C=C(C(=O)O)C=CC1OC1=CC=CC=C1 (3-chloro-4-phenoxybenzoic acid), Cl.C(C)N=C=NCCCN(C)C (1-ethyl-3-(3-dimethylaminopropyl)carbodiimide hydrochloride). The product is crude product, ClC=1C=C(C=CC1OC1=CC=CC=C1)C1=NC(=NO1)C1=C(C=C(S1)CO)CC ({5-[5-(3-Chloro-4-phenoxyphenyl)-1,2,4-oxadiazol-3-yl]-4-ethyl-2-thienyl}methanol). As a reaction SMILES: [Cl:1][C:2]1[CH:3]=[C:4]([CH:8]=[CH:9][C:10]=1[O:11][C:12]1[CH:17]=[CH:16][CH:15]=[CH:14][CH:13]=1)[C:5]([OH:7])=O.ON1C2C=CC=CC=2N=N1.Cl.C(N=C=NCCCN(C)C)C.[Si]([O:47][CH2:48][C:49]1[S:53][C:52]([C:54](=[N:56]O)[NH2:55])=[C:51]([CH2:58][CH3:59])[CH:50]=1)(C(C)(C)C)(C)C.[F-].C([N+](CCCC)(CCCC)CCCC)CCC.O1CCCC1>>[Cl:1][C:2]1[CH:3]=[C:4]([C:5]2[O:7][N:56]=[C:54]([C:52]3[S:53][C:49]([CH2:48][OH:47])=[CH:50][C:51]=3[CH2:58][CH3:59])[N:55]=2)[CH:8]=[CH:9][C:10]=1[O:11][C:12]1[CH:17]=[CH:16][CH:15]=[CH:14][CH:13]=1 |f:2.3,5.6|. Procedure: The crude product of the title compound was synthesized by conducting the reaction similar to that mentioned in Example 12 (12a) using 3-chloro-4-phenoxybenzoic acid (0.12 g, 0.50 mmol) that was obtained in Example 15 (15a), 1-hydroxybenzotriazole (72 mg, 0.53 mmol), 1-ethyl-3-(3-dimethylaminopropyl)carbodiimide hydrochloride (0.10 g, 0.53 mmol), 5-({[t-butyl(dimethyl)silyl]oxy}methyl)-3-ethyl-N′-hydroxythiophene-2-carboximidamide (0.15 g, 0.48 mmol) that was obtained in Example 10 (10d), and 1....